Dataset: the Open Reaction Database (ORD), a public repository of structured organic reaction records. Task: describe an organic reaction: reactants, conditions, products, and yield Reactants: Cc1cc(COc2ccc(S(=O)(=O)NC3CCNCC3(O)C(=O)NOC(C)(C)C)cc2)c2ccccc2n1, CO, CCN(C(C)C)C(C)C, CCOC=O, O=C(O)C(F)(F)F. Yields the product Cc1cc(COc2ccc(S(=O)(=O)NC3CCN(C=O)CC3(O)C(=O)NOC(C)(C)C)cc2)c2ccccc2n1. Reaction SMILES: [C:8]([CH3:9])([CH3:10])([CH3:11])[O:12][NH:13][C:14](=[O:15])[C:16]1([OH:45])[CH2:17][NH:18][CH2:19][CH2:20][CH:21]1[NH:22][S:23](=[O:24])(=[O:25])[c:26]1[cH:27][cH:28][c:29]([O:32][CH2:33][c:34]2[cH:35][c:36]([CH3:44])[n:37][c:38]3[cH:39][cH:40][cH:41][cH:42][c:43]23)[cH:30][cH:31]1.[CH3:60][OH:61].[CH:46]([N:47]([CH:48]([CH3:49])[CH3:50])[CH2:51][CH3:52])([CH3:53])[CH3:54].[CH:55]([O:56][CH2:57][CH3:58])=[O:59].[F:1][C:2]([C:3](=[O:4])[OH:7])([F:5])[F:6]>>[CH:3](=[O:4])[N:18]1[CH2:17][C:16]([C:14]([NH:13][O:12][C:8]([CH3:9])([CH3:10])[CH3:11])=[O:15])([OH:45])[CH:21]([NH:22][S:23](=[O:24])(=[O:25])[c:26]2[cH:27][cH:28][c:29]([O:32][CH2:33][c:34]3[cH:35][c:36]([CH3:44])[n:37][c:38]4[cH:39][cH:40][cH:41][cH:42][c:43]34)[cH:30][cH:31]2)[CH2:20][CH2:19]1.